Dataset: the Open Reaction Database (ORD), a public repository of structured organic reaction records. Task: describe an organic reaction: reactants, conditions, products, and yield Reactants: C[Li] (Methyl lithium), CN(S(=O)(=O)N1N=CC(=C1)Br)C (4-bromo-pyrazole-1-sulfonic acid dimethylamide), B(OCC)(OCC)OCC (triethyl borate). The solvent is C1CCOC1 (THF). Reaction conditions: time 30 minute. The product is CN(S(=O)(=O)N1N=CC(=C1)B(O)O)C (1-Dimethylsulfamoyl-1H-pyrazole-4-boronic acid). Yield: 64.3%. As a reaction SMILES: C[Li].[CH3:3][N:4]([CH3:14])[S:5]([N:8]1[CH:12]=[C:11](Br)[CH:10]=[N:9]1)(=[O:7])=[O:6].[B:15](OCC)([O:19]CC)[O:16]CC>C1COCC1>[CH3:3][N:4]([CH3:14])[S:5]([N:8]1[CH:12]=[C:11]([B:15]([OH:19])[OH:16])[CH:10]=[N:9]1)(=[O:7])=[O:6]. Reported procedure: Methyl lithium (1.6M in Et2O, 12.2 ml, 19.5 mmol) was added to a stirred solution of 4-bromo-pyrazole-1-sulfonic acid dimethylamide (3.18 g, 14.9 mmol) and triethyl borate (3.80 ml, 22.3 mmol) in anhydrous THF (40 ml), such that the internal temperature remained >-60° C. After 30 min, the reaction was allowed to warm to room temperature and stirred for 18 h. The reaction was quenched with 2N HCl (25 ml), then extracted with EtOAc (×3). The organic extracts were combined, dried (Na2SO4), filtered...